This data is from the Open Reaction Database (ORD), a public repository of structured organic reaction records. The task is: describe an organic reaction: reactants, conditions, products, and yield Reactants: [Al+3], C1CCOC1, [H-], [H-], [H-], [H-], [Li+], Nc1cccc(F)c1C(=O)O. Yields the product Nc1cccc(F)c1CO. As a reaction SMILES: [Al+3:2].[CH2:18]1[O:19][CH2:20][CH2:21][CH2:22]1.[H-:1].[H-:4].[H-:5].[H-:6].[Li+:3].[NH2:7][c:8]1[c:9]([C:10](=[O:11])[OH:12])[c:13]([F:17])[cH:14][cH:15][cH:16]1>>[NH2:7][c:8]1[c:9]([CH2:10][OH:11])[c:13]([F:17])[cH:14][cH:15][cH:16]1. Starting materials: CN(C1(CCC(CC1)=O)C1=CC(=CC=C1)OC)C (4-(dimethylamino)-4-(3-methoxyphenyl)cyclohexanone), S(=O)(=O)(C1=CC=C(C)C=C1)C[N+]#[C-] (tosylmethyl isocyanide), CC(C)(C)[O-].[K+] (potassium tert-butylate). The solvent is COCCOC (1,2-dimethoxyethane), C(C)O (ethanol), O1CCCC1 (tetrahydrofuran). Conditions: temperature 0 celsius, time 24 hour. Product: CN(C1(CCC(CC1)C#N)C1=CC(=CC=C1)OC)C (4-Dimethylamino-4-(3-methoxyphenyl)cyclohexanecarbonitrile). As a reaction SMILES: [CH3:1][N:2]([CH3:18])[C:3]1([C:10]2[CH:15]=[CH:14][CH:13]=[C:12]([O:16][CH3:17])[CH:11]=2)[CH2:8][CH2:7][C:6](=O)[CH2:5][CH2:4]1.S([CH2:29][N+:30]#[C-])(C1C=CC(C)=CC=1)(=O)=O.CC([O-])(C)C.[K+]>COCCOC.C(O)C.O1CCCC1>[CH3:1][N:2]([CH3:18])[C:3]1([C:10]2[CH:15]=[CH:14][CH:13]=[C:12]([O:16][CH3:17])[CH:11]=2)[CH2:8][CH2:7][CH:6]([C:29]#[N:30])[CH2:5][CH2:4]1 |f:2.3|. Reported procedure: A solution of 4-(dimethylamino)-4-(3-methoxyphenyl)cyclohexanone (2.47 g, 10 mmol) and tosylmethyl isocyanide (2.54 g, 13 mmol) in anhydrous 1,2-dimethoxyethane (40 ml) and anhydrous ethanol (2 ml) was cooled to −30° C. A solution of potassium tert-butylate (2.70 g, 24 mmol) in anhydrous tetrahydrofuran (20 ml) was then added dropwise such that the internal temperature did not rise above 5° C. The mixture was stirred at 0° C. for 1 h, at room temperature for 24 h and then under reflux for 5 h. T... Reactants: ClC1=CC=C(C=C1)N1C(C(CC1)CN1CCN(CC1)CCOC)=O (1-(4-chlorophenyl)-3-(4-(2-methoxyethyl)piperazin-1-yl)methyl-2-pyrrolidinone), Cl.O1CCOCC1 (hydrochloric acid 1,4-dioxane). Solvent: CO (methanol). Product: Cl.Cl.ClC1=CC=C(C=C1)N1C(C(CC1)CN1CCN(CC1)CCOC)=O (1-(4-chlorophenyl)-3-(4-(2-methoxyethyl)piperazin-1-yl)methyl-2-pyrrolidinone dihydrochloride). As a reaction SMILES: [Cl:1][C:2]1[CH:7]=[CH:6][C:5]([N:8]2[CH2:12][CH2:11][CH:10]([CH2:13][N:14]3[CH2:19][CH2:18][N:17]([CH2:20][CH2:21][O:22][CH3:23])[CH2:16][CH2:15]3)[C:9]2=[O:24])=[CH:4][CH:3]=1.[ClH:25].O1CCOCC1>CO>[ClH:1].[ClH:25].[Cl:1][C:2]1[CH:7]=[CH:6][C:5]([N:8]2[CH2:12][CH2:11][CH:10]([CH2:13][N:14]3[CH2:15][CH2:16][N:17]([CH2:20][CH2:21][O:22][CH3:23])[CH2:18][CH2:19]3)[C:9]2=[O:24])=[CH:4][CH:3]=1 |f:1.2,4.5.6|. Reported procedure: A solution of 1.41 g of 1-(4-chlorophenyl)-3-(4-(2-methoxyethyl)piperazin-1-yl)methyl-2-pyrrolidinone in 10 mL of methanol was acidified by adding 4N hydrochloric acid/1,4-dioxane. The precipitated crystals were collected by filtration, washed with diethyl ether and dried in vacuo to give 1.62 g of the title compound. Starting materials: C(#N)CC(=O)N (2-cyanoacetamide), FC(C(=O)CC(C)=O)(F)F (trifluoroacetylacetone), C(=O)([O-])[O-].[K+].[K+] (K2CO3). The solvent is O (H2O). Reaction conditions: temperature 23 celsius, time 15 hour. Product: CC1=CC(=C(C(N1)=O)C#N)C(F)(F)F (6-Methyl-2-oxo-4-(trifluoromethyl)-1,2-dihydropyridine-3-carbonitrile). Isolated yield 52.5%. RXN SMILES: [C:1]([CH2:3][C:4]([NH2:6])=[O:5])#[N:2].[F:7][C:8]([F:16])([F:15])[C:9]([CH2:11][C:12](=O)[CH3:13])=O.C([O-])([O-])=O.[K+].[K+]>O>[CH3:13][C:12]1[NH:6][C:4](=[O:5])[C:3]([C:1]#[N:2])=[C:9]([C:8]([F:16])([F:15])[F:7])[CH:11]=1 |f:2.3.4|. Reported procedure: To a solution of 2-cyanoacetamide (14.0 g, 166 mmol) and trifluoroacetylacetone (20.0 ml, 166 mmol) in H2O (332 ml) was added K2CO3 (6.60 g, 47.9 mmol). The mixture was stirred at 23° C. for 15 h. The precipitated solid was filtered with Buchner funnel, washed with ice cold H2O, and dried with hot air (60° C., 16 h) to give the titled compound (17.6 g, 52%). 1H NMR (400 MHz, DMSO-d6): δ ppm 2.38 (s, 3H), 6.66 (s, 1H).